Dataset: the Open Reaction Database (ORD), a public repository of structured organic reaction records. Task: describe an organic reaction: reactants, conditions, products, and yield Starting materials: I(=O)(=O)(=O)[O-].[Na+] (sodium periodate), CO (methanol), O (water), COC=1C=C2C(=C(C(C2=CC1)=CC1=CC=C(C=C1)SC)C)CC(=O)O (5-methoxy-2-methyl-1-(ρ-methylthiobenzylidene)-3-indenyl acetic acid). The solvent is CC(=O)C (acetone). Run at time 8 hour. Product: COC=1C=C2C(=C(C(C2=CC1)=CC1=CC=C(C=C1)S(=O)C)C)CC(=O)O (5-methoxy-2-methyl-1-(ρ-methylsulfinylbenzylidene)-3-indenyl acetic acid). As a reaction SMILES: I([O-])(=O)(=O)=O.[Na+].[OH2:7].[CH3:8][O:9][C:10]1[CH:11]=[C:12]2[C:16](=[CH:17][CH:18]=1)[C:15](=[CH:19][C:20]1[CH:25]=[CH:24][C:23]([S:26][CH3:27])=[CH:22][CH:21]=1)[C:14]([CH3:28])=[C:13]2[CH2:29][C:30]([OH:32])=[O:31].CO>CC(C)=O>[CH3:8][O:9][C:10]1[CH:11]=[C:12]2[C:16](=[CH:17][CH:18]=1)[C:15](=[CH:19][C:20]1[CH:25]=[CH:24][C:23]([S:26]([CH3:27])=[O:7])=[CH:22][CH:21]=1)[C:14]([CH3:28])=[C:13]2[CH2:29][C:30]([OH:32])=[O:31] |f:0.1|. Procedure: A solution of sodium periodate (0.214 g.; 0.001 mole) in 3 ml. of water is added dropwise to 5-methoxy-2-methyl-1-(ρ-methylthiobenzylidene)-3-indenyl acetic acid (0.352 g.) (0.001 mole) in 25 ml. methanol and enough acetone to cause solution. This solution is stirred overnight at room temperature and filtered. The filtrate is evaporated at 30° to a sufficiently small volume that causes the product to precipitate. The suspension is diluted with several volumes of water, cooled and collected. The ...